This data is from the Open Reaction Database (ORD), a public repository of structured organic reaction records. The task is: describe an organic reaction: reactants, conditions, products, and yield Starting materials: C(C)OC(C(CC(C)(C)C1=C(C=CC(=C1)F)OC)(C(F)(F)F)O)=O (4-(5-fluoro-2-methoxyphenyl)-2-hydroxy-4-methyl-2-trifluoromethyl-valeric acid ethyl ester), [OH-].[K+] (potassium hydroxide). Solvent: CO (methanol). The product is FC=1C=CC(=C(C1)C(CC(C(=O)O)(C(F)(F)F)O)(C)C)OC (4-(5-fluoro-2-methoxyphenyl)-2-hydroxy-4-methyl-2-trifluoromethyl-valeric acid). Isolated yield 88.6%. As a reaction SMILES: C([O:3][C:4](=[O:24])[C:5]([OH:23])([C:19]([F:22])([F:21])[F:20])[CH2:6][C:7]([C:10]1[CH:15]=[C:14]([F:16])[CH:13]=[CH:12][C:11]=1[O:17][CH3:18])([CH3:9])[CH3:8])C.[OH-].[K+]>CO>[F:16][C:14]1[CH:13]=[CH:12][C:11]([O:17][CH3:18])=[C:10]([C:7]([CH3:8])([CH3:9])[CH2:6][C:5]([OH:23])([C:19]([F:22])([F:21])[F:20])[C:4]([OH:24])=[O:3])[CH:15]=1 |f:1.2|. Reported procedure: 1.9 g of 4-(5-fluoro-2-methoxyphenyl)-2-hydroxy-4-methyl-2-trifluoromethyl-valeric acid ethyl ester is refluxed with 40 ml of potassium hydroxide in methanol (10%) for 2 hours. After the solvent is concentrated by evaporation in a vacuum, water is added, extracted with hexane, and the separated water phase is acidified with 6N hydrochloric acid. After extraction with ethyl acetate, the ethyl acetate phase is washed with water, dried (Na2SO4) and concentrated by evaporation. The residue is crysta... The reactants are COC(CCC=1C(N(CC1)CC1=CC=C(C=C1)N)=O)=O (3-[1-(4-amino-benzyl)-2-oxo-2,5-dihydro-1H-pyrrol-3-yl]-propionic acid methyl ester), C(Cl)Cl (methylene chloride), C(C1=CC=CC=C1)(=O)Cl (benzoyl chloride), C(C)(C)NC(C)C (diisopropylamine). Run at temperature 0 celsius, time 2 hour. Yields the product COC(CCC=1C(N(CC1)CC1=CC=C(C=C1)NC(C1=CC=CC=C1)=O)=O)=O (3-[1-(4-benzoylamino-benzyl)-2-oxo-2,5-dihydro-1H-pyrrol-3-yl]-propionic acid methyl ester). Yield: 87.0%. RXN SMILES: [CH3:1][O:2][C:3](=[O:20])[CH2:4][CH2:5][C:6]1[C:7](=[O:19])[N:8]([CH2:11][C:12]2[CH:17]=[CH:16][C:15]([NH2:18])=[CH:14][CH:13]=2)[CH2:9][CH:10]=1.C(Cl)Cl.[C:24](Cl)(=[O:31])[C:25]1[CH:30]=[CH:29][CH:28]=[CH:27][CH:26]=1.C(NC(C)C)(C)C>>[CH3:1][O:2][C:3](=[O:20])[CH2:4][CH2:5][C:6]1[C:7](=[O:19])[N:8]([CH2:11][C:12]2[CH:13]=[CH:14][C:15]([NH:18][C:24](=[O:31])[C:25]3[CH:30]=[CH:29][CH:28]=[CH:27][CH:26]=3)=[CH:16][CH:17]=2)[CH2:9][CH:10]=1. Reported procedure: 10 mg of 3-[1-(4-amino-benzyl)-2-oxo-2,5-dihydro-1H-pyrrol-3-yl]-propionic acid methyl ester (h) prepared by above Step 1 was dissolved in methylene chloride solution (0.04 mmol) at room temperature. And then 8.5 μl of benzoyl chloride (0.07 mmol) and 19.1 μl of diisopropylamine (0.11 mmol) were added thereto and the mixture was stirred for 2 hrs at 0° C. The reaction was quenched with methanol and the mixture was extracted three times with 10 ml of ethyl acetate. The organic layer was washed wi... Reactants: O=C=O, COC(C)(C)C, C1CCOC1, C[Si](C)(C)[N-][Si](C)(C)C, CCOP(C)(=O)Cc1csc2ccc(Cl)cc12, [Na+]. Yields the product CCOP(C)(=O)C(C(=O)O)c1csc2ccc(Cl)cc12. As a reaction SMILES: [C:28](=[O:29])=[O:30].[C:31]([O:32][CH3:33])([CH3:34])([CH3:35])[CH3:36].[CH2:37]1[O:38][CH2:39][CH2:40][CH2:41]1.[CH3:19][Si:20]([N-:21][Si:22]([CH3:23])([CH3:24])[CH3:25])([CH3:26])[CH3:27].[Cl:1][c:2]1[cH:3][c:4]2[c:5]([s:6][cH:7][c:8]2[CH2:9][P:10]([O:11][CH2:12][CH3:13])(=[O:14])[CH3:15])[cH:16][cH:17]1.[Na+:18]>>[Cl:1][c:2]1[cH:3][c:4]2[c:5]([s:6][cH:7][c:8]2[CH:9]([P:10]([O:11][CH2:12][CH3:13])(=[O:14])[CH3:15])[C:28](=[O:29])[OH:30])[cH:16][cH:17]1. The reactants are C1(=CC=C(C=C1)S(=O)(=O)N1[C@@H](CSCC1)C(=O)O)C ((3R)-4-(4-toluenesulfonyl)thiomorpholine-3-carboxylic acid), S1C(=CC=C1)C(C)O ((thiophen-2-yl)-ethanol), C1CCC(CC1)N=C=NC2CCCCC2 (DCC). The reagents and catalysts are CN(C)C=1C=CN=CC1 (DMAP). The solvent is C(Cl)Cl (CH2Cl2). Conditions: time 24 hour. Product: S1C(=CC=C1)CCOC(=O)[C@H]1N(CCSC1)S(=O)(=O)C1=CC=C(C=C1)C ((3R)-4-(4-toluenesulfonyl)thiomorpholine-3-carboxylic acid (thiophen-2-yl)-ethyl ester). Yield: 68.0%. RXN SMILES: [C:1]1([CH3:19])[CH:6]=[CH:5][C:4]([S:7]([N:10]2[CH2:15][CH2:14][S:13][CH2:12][C@H:11]2[C:16]([OH:18])=[O:17])(=[O:9])=[O:8])=[CH:3][CH:2]=1.[S:20]1[CH:24]=[CH:23][CH:22]=[C:21]1[CH:25](O)[CH3:26].C1CCC(N=C=NC2CCCCC2)CC1>CN(C1C=CN=CC=1)C.C(Cl)Cl>[S:20]1[CH:24]=[CH:23][CH:22]=[C:21]1[CH2:25][CH2:26][O:17][C:16]([C@@H:11]1[CH2:12][S:13][CH2:14][CH2:15][N:10]1[S:7]([C:4]1[CH:3]=[CH:2][C:1]([CH3:19])=[CH:6][CH:5]=1)(=[O:9])=[O:8])=[O:18]. Procedure details: 0.301 g (1 mmol) of (3R)-4-(4-toluenesulfonyl)thiomorpholine-3-carboxylic acid, 0.190 g (1.5 mmol) of (thiophen-2-yl)-ethanol, 0.088 g (0.33 mmol) of CAS, 0.227 g (1.2 mmol) of DCC and 0.04 g (0.33 mmol) of DMAP were dissolved in 15 mL of CH2Cl2. The mixture was stirred for 24 h at room temperature. The solid was filtrated and the solvent was evaporated. The residual was dissolved in a suitable amount of ethyl acetate (20 ml) and then the mixture was filtered to remove insoluble substance. The e... Starting materials: Br, Br, CC(C)(C)N1CCNCC1, CN(C)C=O, CCOC(C)=O, CCN(C(C)C)C(C)C, ClCCl, COC(=O)c1ccccc1N=C=O. Yields the product COC(=O)c1ccccc1NC(=O)N1CCN(C(C)(C)C)CC1. As a reaction SMILES: [BrH:14].[BrH:15].[C:16]([CH3:17])([CH3:18])([CH3:19])[N:20]1[CH2:21][CH2:22][NH:23][CH2:24][CH2:25]1.[CH3:38][N:39]([CH3:40])[CH:41]=[O:42].[CH3:43][CH2:44][O:45][C:46](=[O:47])[CH3:48].[CH:26]([N:27]([CH2:28][CH3:29])[CH:30]([CH3:31])[CH3:32])([CH3:33])[CH3:34].[Cl:35][CH2:36][Cl:37].[N:1](=[C:2]=[O:3])[c:4]1[c:5]([C:6](=[O:7])[O:8][CH3:9])[cH:10][cH:11][cH:12][cH:13]1>>[NH:1]([C:2](=[O:3])[N:23]1[CH2:22][CH2:21][N:20]([C:16]([CH3:17])([CH3:18])[CH3:19])[CH2:25][CH2:24]1)[c:4]1[c:5]([C:6](=[O:7])[O:8][CH3:9])[cH:10][cH:11][cH:12][cH:13]1.